This data is from the Open Reaction Database (ORD), a public repository of structured organic reaction records. The task is: describe an organic reaction: reactants, conditions, products, and yield The reactants are CCOC=O, Cl, Cc1cc(C(=O)N2CCC3(CC2)Oc2ccccc2-n2c(CN)ccc23)ccc1OC(C)C. Product: Cc1cc(C(=O)N2CCC3(CC2)Oc2ccccc2-n2c(CNC=O)ccc23)ccc1OC(C)C. Reaction SMILES: [CH:35](=[O:36])[O:37][CH2:38][CH3:39].[ClH:1].[NH2:2][CH2:3][c:4]1[cH:5][cH:6][c:7]2[n:8]1-[c:9]1[c:10]([cH:31][cH:32][cH:33][cH:34]1)[O:11][C:12]21[CH2:13][CH2:14][N:15]([C:18](=[O:19])[c:20]2[cH:21][c:22]([CH3:30])[c:23]([O:26][CH:27]([CH3:28])[CH3:29])[cH:24][cH:25]2)[CH2:16][CH2:17]1>>[NH:2]([CH2:3][c:4]1[cH:5][cH:6][c:7]2[n:8]1-[c:9]1[c:10]([cH:31][cH:32][cH:33][cH:34]1)[O:11][C:12]21[CH2:13][CH2:14][N:15]([C:18](=[O:19])[c:20]2[cH:21][c:22]([CH3:30])[c:23]([O:26][CH:27]([CH3:28])[CH3:29])[cH:24][cH:25]2)[CH2:16][CH2:17]1)[CH:35]=[O:36].